From a dataset of the Open Reaction Database (ORD), a public repository of structured organic reaction records. describe an organic reaction: reactants, conditions, products, and yield The reactants are C(C)OC(=O)C(C(CC)OC(C(=C)C)=O)(F)F (methacrylic acid 1-ethoxycarbonyl-1,1-difluoro-2-butyl ester), [OH-].[Na+] (sodium hydroxide). The solvent is O (water). Reaction conditions: temperature 0 celsius, time 1 hour. The product is OC(=O)C(C(CC)OC(C(=C)C)=O)(F)F (methacrylic acid 1-hydroxycarbonyl-1,1-difluoro-2-butyl ester). Reaction SMILES: C([O:3][C:4]([C:6]([F:17])([F:16])[CH:7]([O:10][C:11](=[O:15])[C:12]([CH3:14])=[CH2:13])[CH2:8][CH3:9])=[O:5])C.[OH-].[Na+]>O>[OH:5][C:4]([C:6]([F:16])([F:17])[CH:7]([O:10][C:11](=[O:15])[C:12]([CH3:14])=[CH2:13])[CH2:8][CH3:9])=[O:3] |f:1.2|. Reported procedure: A 2 L reactor was charged with 80.0 g (purity 66%), 208 mmol) of methacrylic acid 1-ethoxycarbonyl-1,1-difluoro-2-butyl ester and 80.0 g of water, followed by cooling down to 0° C., adding dropwise 84.8 g (320 mmol/1.5 equivalents) of 15 wt % sodium hydroxide aqueous solution, and stirring at room temperature for 1 hour. The reaction liquid was washed with 800 g of diisopropyl ether. The obtained aqueous layer was washed with diluted hydrochloric acid, followed by extraction with diisopropyl eth... The reactants are C1CCOC1, CC(=O)[O-], Clc1ccc2nc(Cl)nc(Cl)c2c1, NCc1ccc(-c2ccccc2C(=O)O)cc1, [Na+]. Yields the product O=C(O)c1ccccc1-c1ccc(CNc2nc(Cl)nc3ccc(Cl)cc23)cc1. RXN SMILES: [CH2:36]1[O:37][CH2:38][CH2:39][CH2:40]1.[CH3:2][C:3](=[O:4])[O-:5].[Cl:6][c:7]1[n:8][c:9]2[cH:10][cH:11][c:12]([Cl:18])[cH:13][c:14]2[c:15]([Cl:17])[n:16]1.[NH2:19][CH2:20][c:21]1[cH:22][cH:23][c:24](-[c:27]2[c:28]([C:33](=[O:34])[OH:35])[cH:29][cH:30][cH:31][cH:32]2)[cH:25][cH:26]1.[Na+:1]>>[Cl:6][c:7]1[n:8][c:9]2[cH:10][cH:11][c:12]([Cl:18])[cH:13][c:14]2[c:15]([NH:19][CH2:20][c:21]2[cH:22][cH:23][c:24](-[c:27]3[c:28]([C:33](=[O:34])[OH:35])[cH:29][cH:30][cH:31][cH:32]3)[cH:25][cH:26]2)[n:16]1. Starting materials: C(CCCCC)NC(NC1=CC=C(C=C1)S(=O)(=O)NC1=CC=C(C=C1)N1CCC(CC1)=O)=O (4-(3-hexyl-ureido)-N-[4-(4-oxo-piperidine-1-yl)-phenyl]-benzensulfonamide), NC[C@@H](COC1=C2CCC(NC2=C(C=C1)O)=O)O (5-(3-Amino-(2S)-2-hydroxy-propoxy)-8-hydroxy-3,4-dihydro-1H-quinolin-2-one). Product: C(CCCCC)NC(=O)NC1=CC=C(C=C1)S(=O)(=O)NC1=CC=C(C=C1)N1CCC(CC1)NC[C@@H](COC1=C2CCC(NC2=C(C=C1)O)=O)O (4-{[(Hexylamino)carbonyl]amino}-N-{4-[4-({(2S)-2-hydroxy-3-[(8-hydroxy-2-oxo-1,2,3,4-tetrahydro-5-quinolinyl)oxy]propyl}amino)-1-piperidineyl]phenyl}benzenesulfonamide). As a reaction SMILES: [CH2:1]([NH:7][C:8](=[O:33])[NH:9][C:10]1[CH:15]=[CH:14][C:13]([S:16]([NH:19][C:20]2[CH:25]=[CH:24][C:23]([N:26]3[CH2:31][CH2:30][C:29](=O)[CH2:28][CH2:27]3)=[CH:22][CH:21]=2)(=[O:18])=[O:17])=[CH:12][CH:11]=1)[CH2:2][CH2:3][CH2:4][CH2:5][CH3:6].[NH2:34][CH2:35][C@H:36]([OH:51])[CH2:37][O:38][C:39]1[CH:48]=[CH:47][C:46]([OH:49])=[C:45]2[C:40]=1[CH2:41][CH2:42][C:43](=[O:50])[NH:44]2>>[CH2:1]([NH:7][C:8]([NH:9][C:10]1[CH:15]=[CH:14][C:13]([S:16]([NH:19][C:20]2[CH:25]=[CH:24][C:23]([N:26]3[CH2:27][CH2:28][CH:29]([NH:34][CH2:35][C@H:36]([OH:51])[CH2:37][O:38][C:39]4[CH:48]=[CH:47][C:46]([OH:49])=[C:45]5[C:40]=4[CH2:41][CH2:42][C:43](=[O:50])[NH:44]5)[CH2:30][CH2:31]3)=[CH:22][CH:21]=2)(=[O:18])=[O:17])=[CH:12][CH:11]=1)=[O:33])[CH2:2][CH2:3][CH2:4][CH2:5][CH3:6]. Procedure details: The title compound was prepared from 4-(3-hexyl-ureido)-N-[4-(4-oxo-piperidine-1-yl)-phenyl]-benzensulfonamide (which was obtained in Example 225) and 5-(3-amino-(2S)-2-hydroxy-propoxy)-8-hydroxy-3,4-dihydro-1H-quinolin-2-one (which was obtained in Example 12) according to the procedure of Example 278 as a white solid; 1H NMR (300 MHz, DMSO-d6) δ 0.86 (t, J=5.1 Hz, 3H), 1.20-1.35 (m, 8H), 1.35-1.50 (m, 2H), 1.75-1.90 (m, 2H), 2.39 (t, J=5.1 Hz, 2H), 2.50-2.75 (m, 5H), 2.82 (t, J=5.1 Hz, 2H), 3.0... Starting materials: [N+](=O)([O-])C1=C(C=C(C=C1)N)N (4-nitro-m-phenylenediamine), S(O)(O)(=O)=O (sulfuric acid). Run in C(C)(C)O (isopropanol). Conditions: time 3 hour. The product is S(=O)(=O)(O)O.[N+](=O)([O-])C1=C(C=C(C=C1)N)N (4-nitro-m-phenylenediamine sulfate). As a reaction SMILES: [N+:1]([C:4]1[CH:9]=[CH:8][C:7]([NH2:10])=[CH:6][C:5]=1[NH2:11])([O-:3])=[O:2].[S:12](=[O:16])(=[O:15])([OH:14])[OH:13]>C(O)(C)C>[S:12]([OH:16])([OH:15])(=[O:14])=[O:13].[N+:1]([C:4]1[CH:9]=[CH:8][C:7]([NH2:10])=[CH:6][C:5]=1[NH2:11])([O-:3])=[O:2] |f:3.4|. Reported procedure: In an agitated glass-reaction vessel, 50 g. of 4-nitro-m-phenylenediamine is added to 200 g. of isopropanol. While maintaining the temperature below 50 deg. C., 110.0 g. of conc. sulfuric acid is added to the mixture to a pH of 2.0.±0.5. After the acid addition, the mixture is heated to between 70-75 deg. C for 3 hours. After 3 hours, the batch is cooled down to below 30 deg. C. and then agitated for another hour. The product is filtered, washed with water, and dried under conditions below 80 de... Reactants: C(C=1C(=CC=CC1)OC)=O (o-anisaldehyde), SC(C(=O)OCC)C (ethyl 2-mercaptopropionate), C([O-])([O-])=O.[NH4+].[NH4+] (ammonium carbonate). The solvent is C1(=CC=CC=C1)C (toluene). Conditions: temperature 110 celsius. Yields the product COC1=C(C=CC=C1)C1SC(C(N1)=O)C (2-(2-methoxyphenyl)-5-methylthiazolidine-4-one). The yield is 94.0%. Reaction SMILES: [CH:1](=O)[C:2]1[C:3]([O:8][CH3:9])=[CH:4][CH:5]=[CH:6][CH:7]=1.[SH:11][CH:12]([CH3:18])[C:13](OCC)=[O:14].C(=O)([O-])[O-].[NH4+:23].[NH4+]>C1(C)C=CC=CC=1>[CH3:9][O:8][C:3]1[CH:4]=[CH:5][CH:6]=[CH:7][C:2]=1[CH:1]1[NH:23][C:13](=[O:14])[CH:12]([CH3:18])[S:11]1 |f:2.3.4|. Procedure: A mixture of 13.6 g of o-anisaldehyde, 13.4 g of ethyl 2-mercaptopropionate and 6 g of ammonium carbonate in 250 ml of toluene was refluxed at 110° C. for 2 hours in a flask provided with a Dean-Stark apparatus while removing the distilled water. The crystals which separated out after leaving the reaction mixture for a night were collected by filtering and recrystallized from hot benzene to obtain the object, colourless prisms melting at 187° to 187.5° C. in an amount of 21 g corresponding to a ... Reactants: OC=1C2=C(N=C(N1)C(F)(F)F)CN(CC2)C(=O)OC(C)(C)C (tert-Butyl 4-hydroxy-2-(trifluoromethyl)-5,6-dihydropyrido[3,4-d]pyrimidine-7(8H)-carboxylate), C1(=CC=CC=C1)P(C1=CC=CC=C1)C1=CC=CC=C1 (triphenylphosphine), C(Cl)(Cl)(Cl)Cl (carbon tetrachloride). Run in ClC(C)Cl (dichloroethane). Reaction conditions: temperature 70 celsius, time 3 hour. The product is ClC=1C2=C(N=C(N1)C(F)(F)F)CN(CC2)C(=O)OC(C)(C)C (tert-Butyl 4-chloro-2-(trifluoromethyl)-5,6-dihydropyrido[3,4-d]pyrimidine-7(8H)-carboxylate). Yield: 96.3%. As a reaction SMILES: O[C:2]1[C:3]2[CH2:15][CH2:14][N:13]([C:16]([O:18][C:19]([CH3:22])([CH3:21])[CH3:20])=[O:17])[CH2:12][C:4]=2[N:5]=[C:6]([C:8]([F:11])([F:10])[F:9])[N:7]=1.C1(P(C2C=CC=CC=2)C2C=CC=CC=2)C=CC=CC=1.C(Cl)(Cl)(Cl)[Cl:43]>ClC(Cl)C>[Cl:43][C:2]1[C:3]2[CH2:15][CH2:14][N:13]([C:16]([O:18][C:19]([CH3:22])([CH3:21])[CH3:20])=[O:17])[CH2:12][C:4]=2[N:5]=[C:6]([C:8]([F:11])([F:10])[F:9])[N:7]=1. Procedure: tert-Butyl 4-hydroxy-2-(trifluoromethyl)-5,6-dihydropyrido[3,4-d]pyrimidine-7(8H)-carboxylate (5.12 g, 16.05 mmol) was combined with triphenylphosphine (8.42 g, 32.1 mmol) and stirred in dichloroethane (160 mL) at ambient temperature for 15 minutes, and then carbon tetrachloride (7.41 g, 48.1 mmol) was added. The reaction was stirred at 70° C. for 3 hours, cooled to room temperature, and concentrated in vacuo. The crude residue was purified by flash chromatography on silica gel (elution gradient... Reactants: CON(C(=O)C=1N=CN(C1)C=1C=C(C=CC1)C1=C(C=CC=C1)C#N)C (1-(2′-Cyano-biphenyl-3-yl)-1H-imidazole-4-carboxylic acid methoxy-methyl-amide), BrC1=CC=C(C=C1)F (1-bromo-4-fluorobenzene). Yields the product FC1=CC=C(C(=O)C=2N=CN(C2)C=2C=C(C=CC2)C=2C(=CC=CC2)C#N)C=C1 (3′-[4-(4-Fluoro-benzoyl)-imidazol-1-yl]-biphenyl-2-carbonitrile). As a reaction SMILES: CON(C)[C:4]([C:6]1[N:7]=[CH:8][N:9]([C:11]2[CH:12]=[C:13]([C:17]3[CH:22]=[CH:21][CH:20]=[CH:19][C:18]=3[C:23]#[N:24])[CH:14]=[CH:15][CH:16]=2)[CH:10]=1)=[O:5].Br[C:27]1[CH:32]=[CH:31][C:30]([F:33])=[CH:29][CH:28]=1>>[F:33][C:30]1[CH:31]=[CH:32][C:27]([C:4]([C:6]2[N:7]=[CH:8][N:9]([C:11]3[CH:12]=[C:13]([C:17]4[C:18]([C:23]#[N:24])=[CH:19][CH:20]=[CH:21][CH:22]=4)[CH:14]=[CH:15][CH:16]=3)[CH:10]=2)=[O:5])=[CH:28][CH:29]=1. Reported procedure: This compound is prepared by method C using compound 12d and 1-bromo-4-fluorobenzene. The reactants are C1CCOC1, [Li+], [OH-], O, COC(=O)c1cccc2cnncc12. Yields the product O=C(O)c1cccc2cnncc12. As a reaction SMILES: [CH2:17]1[O:18][CH2:19][CH2:20][CH2:21]1.[Li+:15].[OH-:16].[OH2:22].[cH:1]1[n:2][n:3][cH:4][c:5]2[c:6]([C:11](=[O:12])[O:13][CH3:14])[cH:7][cH:8][cH:9][c:10]12>>[cH:1]1[n:2][n:3][cH:4][c:5]2[c:6]([C:11](=[O:12])[OH:13])[cH:7][cH:8][cH:9][c:10]12.